From a dataset of the Open Reaction Database (ORD), a public repository of structured organic reaction records. describe an organic reaction: reactants, conditions, products, and yield Procedure details: A solution of dimethyl(4′-{(2S,3R)-3-[(3S)-3-{[tert-butyl(dimethyl)silyl]oxy}-3-(4-fluorophenyl)propyl]-4-oxo-1-phenylazetidin-2-yl}-3′-hydroxybiphenyl-3-yl)phosphonate (0.041 g, 0.059 mmol) in dry dichloromethane (5 mL) under nitrogen was cooled in ice and bromotrimethylsilane (0.030 mL, 0.30 mmol) was dripped in over 5 min. The reaction mixture was stirred at room temperature for 3 h, then methanol (1 mL) was added and the reaction was partitioned between water and ethyl acetate. The organic s... Isolated yield 43.3%. Reaction SMILES: C[O:2][P:3]([C:7]1[CH:8]=[C:9]([C:13]2[CH:18]=[CH:17][C:16]([C@@H:19]3[C@@H:22]([CH2:23][CH2:24][C@H:25]([O:33][Si](C(C)(C)C)(C)C)[C:26]4[CH:31]=[CH:30][C:29]([F:32])=[CH:28][CH:27]=4)[C:21](=[O:41])[N:20]3[C:42]3[CH:47]=[CH:46][CH:45]=[CH:44][CH:43]=3)=[C:15]([OH:48])[CH:14]=2)[CH:10]=[CH:11][CH:12]=1)(=[O:6])[O:4]C.Br[Si](C)(C)C.CO>ClCCl>[F:32][C:29]1[CH:30]=[CH:31][C:26]([C@@H:25]([OH:33])[CH2:24][CH2:23][C@H:22]2[C:21](=[O:41])[N:20]([C:42]3[CH:43]=[CH:44][CH:45]=[CH:46][CH:47]=3)[C@@H:19]2[C:16]2[CH:17]=[CH:18][C:13]([C:9]3[CH:10]=[CH:11][CH:12]=[C:7]([P:3](=[O:2])([OH:4])[OH:6])[CH:8]=3)=[CH:14][C:15]=2[OH:48])=[CH:27][CH:28]=1. Product: FC1=CC=C(C=C1)[C@H](CC[C@@H]1[C@H](N(C1=O)C1=CC=CC=C1)C1=C(C=C(C=C1)C1=CC(=CC=C1)P(O)(O)=O)O)O ((4′-{(2S,3R)-3-[(3S)-3-(4-fluorophenyl)-3-hydroxypropyl]-4-oxo-1-phenylazetidin-2-yl}-3′-hydroxybiphenyl-3-yl)phosphonic acid). Solvent: ClCCl (dichloromethane). Starting materials: Br[Si](C)(C)C (bromotrimethylsilane), COP(OC)(=O)C=1C=C(C=CC1)C1=CC(=C(C=C1)[C@H]1N(C([C@@H]1CC[C@@H](C1=CC=C(C=C1)F)O[Si](C)(C)C(C)(C)C)=O)C1=CC=CC=C1)O (dimethyl(4′-{(2S,3R)-3-[(3S)-3-{[tert-butyl(dimethyl)silyl]oxy}-3-(4-fluorophenyl)propyl]-4-oxo-1-phenylazetidin-2-yl}-3′-hydroxybiphenyl-3-yl)phosphonate), CO (methanol). Conditions: time 3 hour. The reactants are CC(=O)n1nnc2ncccc21, C1CCOC1, Cl, [Na+], [OH-], COc1cc(OCCO)ccc1O. Yields the product COc1cc(OCCO)ccc1OC(C)=O. RXN SMILES: [C:1]([CH3:2])(=[O:3])[n:4]1[c:5]2[c:6]([n:7][cH:8][cH:9][cH:10]2)[n:11][n:12]1.[CH2:28]1[O:29][CH2:30][CH2:31][CH2:32]1.[ClH:33].[Na+:27].[OH-:26].[OH:13][CH2:14][CH2:15][O:16][c:17]1[cH:18][c:19]([O:24][CH3:25])[c:20]([OH:23])[cH:21][cH:22]1>>[C:1]([CH3:2])(=[O:3])[O:23][c:20]1[c:19]([O:24][CH3:25])[cH:18][c:17]([O:16][CH2:15][CH2:14][OH:13])[cH:22][cH:21]1.